Dataset: the Open Reaction Database (ORD), a public repository of structured organic reaction records. Task: describe an organic reaction: reactants, conditions, products, and yield Reactants: C[C@H]([C@@H](C(=O)OC(C)(C)C)N1C(N(CC1)CC=1N=C(SC1)C1=NC=CC=C1)=O)CC (tert-butyl(2S,3S)-3-methyl-2-(2-oxo-3-{[2-(2-pyridinyl)-1,3-thiazol-4-yl]methyl}-1-imidazolidinyl)pentanoate), FC(C(=O)O)(F)F (trifluoracetic acid). Solvent: ClCCl (dichloromethane). Run at temperature 25 celsius, time 1 hour. Product: FC(C(=O)O)(F)F.C[C@H]([C@@H](C(=O)O)N1C(N(CC1)CC=1N=C(SC1)C1=NC=CC=C1)=O)CC ((2S,3S)-3-methyl-2-(2-oxo-3-{[2-(2-pyridinyl)-1,3-thiazol-4-yl]methyl}-1-imidazolidinyl)pentanoic acid trifluoroacetate). RXN SMILES: [CH3:1][C@@H:2]([CH2:29][CH3:30])[C@H:3]([N:11]1[CH2:15][CH2:14][N:13]([CH2:16][C:17]2[N:18]=[C:19]([C:22]3[CH:27]=[CH:26][CH:25]=[CH:24][N:23]=3)[S:20][CH:21]=2)[C:12]1=[O:28])[C:4]([O:6]C(C)(C)C)=[O:5].[F:31][C:32]([F:37])([F:36])[C:33]([OH:35])=[O:34]>ClCCl>[F:31][C:32]([F:37])([F:36])[C:33]([OH:35])=[O:34].[CH3:1][C@@H:2]([CH2:29][CH3:30])[C@H:3]([N:11]1[CH2:15][CH2:14][N:13]([CH2:16][C:17]2[N:18]=[C:19]([C:22]3[CH:27]=[CH:26][CH:25]=[CH:24][N:23]=3)[S:20][CH:21]=2)[C:12]1=[O:28])[C:4]([OH:6])=[O:5] |f:3.4|. Procedure: A solution containing the product of Example 3K (0.214 g, 0.50 mmol) in dichloromethane (2 mL) was treated with trifluoracetic acid (2 mL), stirred at 25° C. for 1 hour and concentrated. The residue was chromatographed on silica gel eluting with 0-15% methanol in dichloromethane to give the title compound (0.24 g) as the trifluoroacetic acid salt.